Dataset: the Open Reaction Database (ORD), a public repository of structured organic reaction records. Task: describe an organic reaction: reactants, conditions, products, and yield Starting materials: ClC=1C=C(C=2OC3=C(C=CC=C3C(C2C)=O)C(=O)Cl)C=CC1 (3'-chloro-3-methylflavone-8-carboxylic acid chloride), C(C)N(CCN)CC (N,N-diethylethylenediamine), Cl (HCl). Solvent: C1=CC=CC=C1 (benzene). Run at time 80 minute. Product: C(C)N(CCNC(=O)C=1C=CC=C2C(C(=C(OC12)C1=CC(=CC=C1)Cl)C)=O)CC (N-(2-Diethylaminoethyl)-3'-chloro-3-methylflavone-8-carboxamide). The yield is 33.3%. As a reaction SMILES: [Cl:1][C:2]1[CH:3]=[C:4]([CH:20]=[CH:21][CH:22]=1)[C:5]1[O:6][C:7]2[C:12]([C:13](=[O:16])[C:14]=1[CH3:15])=[CH:11][CH:10]=[CH:9][C:8]=2[C:17](Cl)=[O:18].[CH2:23]([N:25]([CH2:29][CH3:30])[CH2:26][CH2:27][NH2:28])[CH3:24].Cl>C1C=CC=CC=1>[CH2:23]([N:25]([CH2:29][CH3:30])[CH2:26][CH2:27][NH:28][C:17]([C:8]1[CH:9]=[CH:10][CH:11]=[C:12]2[C:7]=1[O:6][C:5]([C:4]1[CH:20]=[CH:21][CH:22]=[C:2]([Cl:1])[CH:3]=1)=[C:14]([CH3:15])[C:13]2=[O:16])=[O:18])[CH3:24]. Reported procedure: To a solution of 3'-chloro-3-methylflavone-8-carboxylic acid chloride (prepared from 1.00 g of 3'-chloro-3-methylflavone-8-carboxylic acid and 0.46 ml of thionyl chloride) in 40 ml of benzene were added 0.33 g of N,N-diethylethylenediamine and the solution was stirred for 80 minutes at room temperature. To the reaction mixture was added aqueous HCl solution and shaken. The water layer was separated and made alkaline with potassium carbonate and extracted with chloroform. The extract was washed w... The reactants are COC([C@@H](NC(=O)C1(CCCC1)CCN)CC1=CC=C(C=C1)NC(=O)C1=C(C=CC=C1Cl)Cl)=O (4-[[(2,6-dichlorophenyl)carbonyl]amino]-N-[[1-(2-aminoethyl)cyclopentyl]carbonyl]-L-phenylalanine methyl ester), FC(C=1C=C(C(=O)Cl)C=CC1)(F)F (3-trifluoromethylbenzoyl chloride). Yields the product COC([C@@H](NC(=O)C1(CCCC1)CCNC(=O)C1=CC(=CC=C1)C(F)(F)F)CC1=CC=C(C=C1)NC(=O)C1=C(C=CC=C1Cl)Cl)=O (4-[[(2,6-dichlorophenyl)carbonyl]amino]-N-[[1-[2-[[(3-trifluoromethylphenyl)-carbonyl]amino]ethyl]cyclopentyl]carbonyl]-L-phenylalanine methyl ester), white solid. The yield is 99.0%. As a reaction SMILES: [CH3:1][O:2][C:3](=[O:34])[C@H:4]([CH2:16][C:17]1[CH:22]=[CH:21][C:20]([NH:23][C:24]([C:26]2[C:31]([Cl:32])=[CH:30][CH:29]=[CH:28][C:27]=2[Cl:33])=[O:25])=[CH:19][CH:18]=1)[NH:5][C:6]([C:8]1([CH2:13][CH2:14][NH2:15])[CH2:12][CH2:11][CH2:10][CH2:9]1)=[O:7].[F:35][C:36]([F:47])([F:46])[C:37]1[CH:38]=[C:39]([CH:43]=[CH:44][CH:45]=1)[C:40](Cl)=[O:41]>>[CH3:1][O:2][C:3](=[O:34])[C@H:4]([CH2:16][C:17]1[CH:22]=[CH:21][C:20]([NH:23][C:24]([C:26]2[C:27]([Cl:33])=[CH:28][CH:29]=[CH:30][C:31]=2[Cl:32])=[O:25])=[CH:19][CH:18]=1)[NH:5][C:6]([C:8]1([CH2:13][CH2:14][NH:15][C:40]([C:39]2[CH:43]=[CH:44][CH:45]=[C:37]([C:36]([F:35])([F:46])[F:47])[CH:38]=2)=[O:41])[CH2:9][CH2:10][CH2:11][CH2:12]1)=[O:7]. Reported procedure: 4-[[(2,6-dichlorophenyl)carbonyl]amino]-N-[[1-[2-[[(3-trifluoromethylphenyl)-carbonyl]amino]ethyl]cyclopentyl]carbonyl]-L-phenylalanine methyl ester was prepared from 4-[[(2,6-dichlorophenyl)carbonyl]amino]-N-[[1-(2-aminoethyl)cyclopentyl]carbonyl]-L-phenylalanine methyl ester and 3-trifluoromethylbenzoyl chloride using the general method described in example 205 to give a 99% yield of a white solid. HR MS C33H32Cl2N3O5): Obs. mass, 700.1596. Calcd. mass, 700.1569 (M+Na). The reactants are Pinoresinol-diglucoside Silver oxide, COC=1C=C(C=CC1O)[C@@H]2[C@H]3CO[C@H]([C@H]3CO2)C=4C=CC(=C(C4)OC)O (pinoresinol), BrC(=O)[C@H](O)[C@@H](O)[C@H](O)[C@H](O)CO (bromo glucose). Reaction SMILES: [CH3:1][O:2][C:3]1[CH:4]=[C:5]([C@H:10]2[O:17][CH2:16][C@H:15]3[C@@H:11]2[CH2:12][O:13][C@H:14]3[C:18]2[CH:19]=[CH:20][C:21]([OH:26])=[C:22]([O:24][CH3:25])[CH:23]=2)[CH:6]=[CH:7][C:8]=1[OH:9].Br[C:28]([C@@H:30]([C@H:32]([C@@H:34]([C@@H:36]([CH2:38][OH:39])[OH:37])[OH:35])[OH:33])[OH:31])=O>N1C2C(=CC=CC=2)C=CC=1>[CH3:1][O:2][C:3]1[CH:4]=[C:5]([C@H:10]2[O:17][CH2:16][C@H:15]3[C@@H:11]2[CH2:12][O:13][C@@H:14]3[C:18]2[CH:19]=[CH:20][C:21]([O:26][C@@H:28]3[O:37][C@H:36]([CH2:38][OH:39])[C@@H:34]([OH:35])[C@H:32]([OH:33])[C@H:30]3[OH:31])=[C:22]([O:24][CH3:25])[CH:23]=2)[CH:6]=[CH:7][C:8]=1[O:9][C@@H:28]1[O:37][C@H:36]([CH2:38][OH:39])[C@@H:34]([OH:35])[C@H:32]([OH:33])[C@H:30]1[OH:31]. Reaction conditions: temperature 25 celsius, time 16 hour. Procedure details: Pinoresinol-diglucoside - Silver oxide (2.24 g, 9.65 mmol) was added to a stirred reaction mixture of pinoresinol (358 mg, 1 mmol) and aceto-α bromo glucose (2.24 g, 5.45 mmol) in 6 ml of dry quinoline over a period of 15 min. After stirring the reaction mixture for 16 hours at 25° C., the reaction mixture was extracted with 20 ml of ether. The organic ethereal layer was successively washed with water (2 × 10 ml), 1 N HCl (5 × 5 ml), dilute NaHCO3 (3 × 5 ml) and dried over Na2SO4. After evaporat... The product is COC1=C(C=CC(=C1)[C@@H]2[C@H]3CO[C@@H]([C@H]3CO2)C4=CC(=C(C=C4)O[C@H]5[C@@H]([C@H]([C@@H]([C@H](O5)CO)O)O)O)OC)O[C@H]6[C@@H]([C@H]([C@@H]([C@H](O6)CO)O)O)O (pinoresinol diglucoside). Isolated yield 33.7%. The solvent is N1=CC=CC2=CC=CC=C12 (quinoline). The reactants are CCOCC, CS(=O)(=O)c1ccc(CO)c(Cl)c1, O, BrP(Br)Br. Product: CS(=O)(=O)c1ccc(CBr)c(Cl)c1. Reaction SMILES: [CH3:18][CH2:19][O:20][CH2:21][CH3:22].[Cl:1][c:2]1[c:3]([CH2:12][OH:13])[cH:4][cH:5][c:6]([S:8](=[O:9])(=[O:10])[CH3:11])[cH:7]1.[OH2:23].[P:14]([Br:15])([Br:16])[Br:17]>>[Cl:1][c:2]1[c:3]([CH2:12][Br:15])[cH:4][cH:5][c:6]([S:8](=[O:9])(=[O:10])[CH3:11])[cH:7]1. Reactants: C(C)(=O)C1(C(C(=O)O)C=C(C=C1)NC(C(=C)C)=O)O (2-acetyl-5-methacrylamidosalicylic acid), C1(O)=CC=C(O)C=C1 (hydroquinone), S(O)(O)(=O)=O (sulfuric acid). The solvent is CO (methanol). The product is C(C)(=O)C1(C(C(=O)OC)C=C(C=C1)NC(C(=C)C)=O)O (methyl 2-acetyl-5-methacrylamidosalicylate). Reaction SMILES: [C:1]([C:4]1([OH:19])[CH:12]=[CH:11][C:10]([NH:13][C:14](=[O:18])[C:15]([CH3:17])=[CH2:16])=[CH:9][CH:5]1[C:6]([OH:8])=[O:7])(=[O:3])[CH3:2].[C:20]1(C=CC(O)=CC=1)O.S(=O)(=O)(O)O>CO>[C:1]([C:4]1([OH:19])[CH:12]=[CH:11][C:10]([NH:13][C:14](=[O:18])[C:15]([CH3:17])=[CH2:16])=[CH:9][CH:5]1[C:6]([O:8][CH3:20])=[O:7])(=[O:3])[CH3:2]. Reported procedure: To a solution of 2-acetyl-5-methacrylamidosalicylic acid and 1% by weight of hydroquinone in methanol was added 0.5% by weight of concentrated sulfuric acid, and the solution was subject to reflux for several hours. After evaporating the solvent, the remaining residue was recrystallized by a mixture of water and methanol to give methyl 2-acetyl-5-methacrylamidosalicylate. The product is CSc1cccc(Nc2cc(Cl)nc(Cl)c2)c1. RXN SMILES: [CH3:10][S:11][c:12]1[cH:13][c:14]([NH2:15])[cH:16][cH:17][cH:18]1.[CH3:48][C:49]([CH3:50])([O-:51])[CH3:52].[CH3:54][c:55]1[cH:56][cH:57][cH:58][cH:59][cH:60]1.[Cl:1][c:2]1[n:3][c:4]([Cl:9])[cH:5][c:6]([I:8])[cH:7]1.[Cl:61][CH2:62][Cl:63].[Na+:53].[c:19]1([P:20]([c:21]2[cH:22][cH:23][cH:24][cH:25][cH:26]2)[CH2:27][CH2:28][CH2:29][P:30]([c:31]2[cH:32][cH:33][cH:34][cH:35][cH:36]2)[c:37]2[cH:38][cH:39][cH:40][cH:41][cH:42]2)[cH:43][cH:44][cH:45][cH:46][cH:47]1>>[Cl:1][c:2]1[n:3][c:4]([Cl:9])[cH:5][c:6]([NH:15][c:14]2[cH:13][c:12]([S:11][CH3:10])[cH:18][cH:17][cH:16]2)[cH:7]1. Reactants: CSc1cccc(N)c1, CC(C)(C)[O-], Cc1ccccc1, Clc1cc(I)cc(Cl)n1, ClCCl, [Na+], c1ccc(P(CCCP(c2ccccc2)c2ccccc2)c2ccccc2)cc1.